Dataset: the Open Reaction Database (ORD), a public repository of structured organic reaction records. Task: describe an organic reaction: reactants, conditions, products, and yield Starting materials: CN(C)c1cccc(C(=O)O)c1, CS(=O)(=O)O, CN(C)c1ccccc1, CN(C)c1ccc(C=O)cc1, [Na+], [OH-], O. Product: CN(C)c1ccc(C(c2ccc(N(C)C)cc2)c2ccc(N(C)C)cc2C(=O)O)cc1. Reaction SMILES: [CH3:17][N:18]([c:19]1[cH:20][c:21]([C:22](=[O:23])[OH:24])[cH:25][cH:26][cH:27]1)[CH3:28].[CH3:1][S:2](=[O:3])(=[O:4])[OH:5].[CH3:29][N:30]([CH3:31])[c:32]1[cH:33][cH:34][cH:35][cH:36][cH:37]1.[CH3:6][N:7]([c:8]1[cH:9][cH:10][c:11]([CH:12]=[O:13])[cH:14][cH:15]1)[CH3:16].[Na+:39].[OH-:38].[OH2:40]>>[CH3:6][N:7]([c:8]1[cH:9][cH:10][c:11]([CH:12]([c:25]2[c:21]([C:22](=[O:23])[OH:24])[cH:20][c:19]([N:18]([CH3:17])[CH3:28])[cH:27][cH:26]2)[c:35]2[cH:34][cH:33][c:32]([N:30]([CH3:29])[CH3:31])[cH:37][cH:36]2)[cH:14][cH:15]1)[CH3:16]. The reactants are CCN1C(=O)Cc2cc3c(cc21)CC(C)(C)O3, O=C=Nc1ccc(F)cc1. Yields the product CCN1C(=O)C(C(=O)Nc2ccc(F)cc2)c2cc3c(cc21)CC(C)(C)O3. As a reaction SMILES: [CH3:1][C:2]1([CH3:17])[CH2:3][c:4]2[c:5]([cH:6][c:7]3[c:11]([cH:12]2)[N:10]([CH2:13][CH3:14])[C:9](=[O:15])[CH2:8]3)[O:16]1.[F:18][c:19]1[cH:20][cH:21][c:22]([N:25]=[C:26]=[O:27])[cH:23][cH:24]1>>[CH3:1][C:2]1([CH3:17])[CH2:3][c:4]2[c:5]([cH:6][c:7]3[c:11]([cH:12]2)[N:10]([CH2:13][CH3:14])[C:9](=[O:15])[CH:8]3[C:26]([NH:25][c:22]2[cH:21][cH:20][c:19]([F:18])[cH:24][cH:23]2)=[O:27])[O:16]1. Starting materials: [BH4-], CC(=O)O, CCO, CC(C)O, [Na+], Cl[Ni]Cl, CC1(C)CC(N=[N+]=[N-])CC1SC1OC(CO)C(O)C(O)C1O. Yields the product CC1(C)CC(N)CC1SC1OC(CO)C(O)C(O)C1O. RXN SMILES: [BH4-:23].[C:25]([OH:26])(=[O:27])[CH3:28].[CH3:33][CH2:34][OH:35].[CH:29]([OH:30])([CH3:31])[CH3:32].[Na+:24].[Ni:36]([Cl:37])[Cl:38].[S:1]([CH:2]1[CH:3]([OH:4])[CH:5]([OH:6])[CH:7]([OH:8])[CH:9]([CH2:11][OH:12])[O:10]1)[CH:13]1[C:14]([CH3:21])([CH3:22])[CH2:15][CH:16]([N:18]=[N+:19]=[N-:20])[CH2:17]1>>[S:1]([CH:2]1[CH:3]([OH:4])[CH:5]([OH:6])[CH:7]([OH:8])[CH:9]([CH2:11][OH:12])[O:10]1)[CH:13]1[C:14]([CH3:21])([CH3:22])[CH2:15][CH:16]([NH2:18])[CH2:17]1.